Dataset: the Open Reaction Database (ORD), a public repository of structured organic reaction records. Task: describe an organic reaction: reactants, conditions, products, and yield Starting materials: [N+](=O)(O)[O-] (nitric acid), ClC1=C(C(=O)O)C(=CC(=C1)Cl)Cl (2,4,6-trichlorobenzoic acid), ice water. The solvent is S(O)(O)(=O)=O (sulfuric acid), S(O)(O)(=O)=O (sulfuric acid). Conditions: time 16 hour. Product: ClC1=C(C(=O)O)C(=CC(=C1[N+](=O)[O-])Cl)Cl (2,4,6-trichloro-3-nitrobenzoic acid). As a reaction SMILES: [N+:1]([O-:4])(O)=[O:2].[Cl:5][C:6]1[CH:14]=[C:13]([Cl:15])[CH:12]=[C:11]([Cl:16])[C:7]=1[C:8]([OH:10])=[O:9]>S(=O)(=O)(O)O>[Cl:5][C:6]1[C:14]([N+:1]([O-:4])=[O:2])=[C:13]([Cl:15])[CH:12]=[C:11]([Cl:16])[C:7]=1[C:8]([OH:10])=[O:9]. Reported procedure: Concentrated sulfuric acid (2.8 ml) was added dropwise to 70% nitric acid (4.0 ml) in an ice-water bath. This mixture was added to a solution of 2,4,6-trichlorobenzoic acid (5.13 g) in concentrated sulfuric acid (23 ml) dropwise for 20 minutes in an ice-water bath. The mixture was stirred for 16 hours at ambient temperature and poured into ice-water (300 ml) slowly. This mixture was stirred for 1 hour at ambient temperature. The precipitate was collected by vacuum filtration and washed with wate... Starting materials: Fc1cccc(CBr)c1, O=C([O-])[O-], CCOC(C)=O, [K+], [K+], CN(C)C=O, O=c1cc(O)ccn1CCc1ccc(CO)cc1. Yields the product O=c1cc(OCc2cccc(F)c2)ccn1CCc1ccc(CO)cc1. As a reaction SMILES: [Br:19][CH2:20][c:21]1[cH:22][c:23]([F:27])[cH:24][cH:25][cH:26]1.[C:28](=[O:29])([O-:30])[O-:31].[CH3:39][CH2:40][O:41][C:42]([CH3:43])=[O:44].[K+:32].[K+:33].[O:34]=[CH:35][N:36]([CH3:37])[CH3:38].[OH:1][c:2]1[cH:3][c:4](=[O:18])[n:5]([CH2:8][CH2:9][c:10]2[cH:11][cH:12][c:13]([CH2:16][OH:17])[cH:14][cH:15]2)[cH:6][cH:7]1>>[O:1]([c:2]1[cH:3][c:4](=[O:18])[n:5]([CH2:8][CH2:9][c:10]2[cH:11][cH:12][c:13]([CH2:16][OH:17])[cH:14][cH:15]2)[cH:6][cH:7]1)[CH2:20][c:21]1[cH:22][c:23]([F:27])[cH:24][cH:25][cH:26]1. The reactants are ClCCl, CCCc1cc(F)c(C2(O)CCC3(CC2)OCCO3)c(F)c1, [Na+], [Na+], O=C([O-])[O-]. Yields the product CCCc1cc(F)c(C2=CCC3(CC2)OCCO3)c(F)c1. As a reaction SMILES: [CH2:29]([Cl:30])[Cl:31].[F:1][c:2]1[c:3]([C:12]2([OH:22])[CH2:13][CH2:14][C:15]3([O:16][CH2:17][CH2:18][O:19]3)[CH2:20][CH2:21]2)[c:4]([F:11])[cH:5][c:6]([CH2:8][CH2:9][CH3:10])[cH:7]1.[Na+:23].[Na+:24].[O-:25][C:26](=[O:27])[O-:28]>>[F:1][c:2]1[c:3]([C:12]2=[CH:13][CH2:14][C:15]3([O:16][CH2:17][CH2:18][O:19]3)[CH2:20][CH2:21]2)[c:4]([F:11])[cH:5][c:6]([CH2:8][CH2:9][CH3:10])[cH:7]1. Reactants: CC(CC(=O)C1=CC=CC=C1)CC(C)(C)C (3,5,5-Trimethylhexanoylbenzene), [H][H] (hydrogen). The reagents and catalysts are [Pd] (palladium on carbon). The solvent is O1CCCC1 (tetrahydrofuran). Yields the product CC(CCC1=CC=CC=C1)CC(C)(C)C (3,5,5-trimethylhexylbenzene). As a reaction SMILES: [CH3:1][CH:2]([CH2:12][C:13]([CH3:16])([CH3:15])[CH3:14])[CH2:3][C:4]([C:6]1[CH:11]=[CH:10][CH:9]=[CH:8][CH:7]=1)=O.[H][H]>O1CCCC1.[Pd]>[CH3:1][CH:2]([CH2:12][C:13]([CH3:14])([CH3:16])[CH3:15])[CH2:3][CH2:4][C:6]1[CH:11]=[CH:10][CH:9]=[CH:8][CH:7]=1. Procedure details: A solution of 116.5 grams of 3,5,5-Trimethylhexanoylbenzene in 1500 mL of tetrahydrofuran with 9.9 grams of 10% palladium on carbon (as a catalyst) was stirred at 23° C. in an atmosphere of hydrogen at 275 kPa for 17 hours. The mixture was filtered through Celite™ diatomaceous earth filter agent to remove the catalyst. The filtrate was concentrated in vacuo to give 3,5,5-trimethylhexylbenzene. Reactants: C1CC(=O)N(C1=O)Br (NBS), C1=CN(C=2C1=C(N=CN2)N)[C@H]3C[C@@H]([C@H](O3)CO)O (2′-deoxytubercidin), CC(=O)[O-].[Na+] (NaOAc). Solvent: CN(C)C=O (DMF). Conditions: time 10 minute. The product is NC=1C2=C(N=CN1)N(C=C2C(=O)O)[C@H]2C[C@H](O)[C@H](O2)CO (4-Amino-7-(2-deoxy-β-D-erythropentofuranosyl)-5-carboxy-7H-pyrrolo[2,3-d]pyrimidine), crystals. Yield: 25.0%. RXN SMILES: C1C(=O)N(Br)C(=O)C1.[CH:9]1[C:13]2=[C:14]([NH2:18])[N:15]=[CH:16][N:17]=[C:12]2[N:11]([C@@H:19]2[O:23][C@H:22]([CH2:24][OH:25])[C@@H:21]([OH:26])[CH2:20]2)[CH:10]=1.C[C:28]([O-:30])=[O:29].[Na+]>CN(C=O)C>[NH2:18][C:14]1[C:13]2[C:9]([C:28]([OH:30])=[O:29])=[CH:10][N:11]([C@@H:19]3[O:23][C@H:22]([CH2:24][OH:25])[C@@H:21]([OH:26])[CH2:20]3)[C:12]=2[N:17]=[CH:16][N:15]=1 |f:2.3|. Reported procedure: NBS (1.42 g, 8.0 mmol, dissolved in 4 ml of dried DMF) is added, at room temperature, to a solution of 2′-deoxytubercidin (1.0 g, 4.0 mmol) and NaOAc (0.78 g, 8.0 mmol) in dried DMF (10 ml). The red solution is stirred for 10 minutes and then evaporated. Title compound (38) is obtained as colorless crystals (400 mg, 25%) following flash chromatography (column: 20×5 cm, CH2Cl2/MeOH, 9:1), evaporation of the more rapidly migrating zone and subsequent recrystallization from isopropanol. Isolation o...